This data is from the Open Reaction Database (ORD), a public repository of structured organic reaction records. The task is: describe an organic reaction: reactants, conditions, products, and yield The reactants are C(COC1=C(C=C(C=O)C=C1)OC)OC1=C(C=C(C=O)C=C1)OC (4,4'-[(1,2-ethanediyl)bis(oxy)bis(3-methoxybenzaldehyde)]), C(#N)CC(=O)OC (methyl cyanoacetate), CN(C=O)C (N,N-dimethylformamide), N1CCCCC1 (piperidine), C(C)(=O)O (acetic acid). Run at temperature 100 celsius, time 2 hour. Product: C(COC1=C(C=C(C=C1)C=C(C(=O)OC)C#N)OC)OC1=C(C=C(C=C1)C=C(C(=O)OC)C#N)OC (dimethyl 3,3'-[(1,2-ethanediyl)bis(oxy)bis(3-methoxy-4,1-phenylene)bis(2-cyano-2-propenoate)]). Isolated yield 81.0%. RXN SMILES: [CH2:1]([O:14][C:15]1[CH:22]=[CH:21][C:18]([CH:19]=O)=[CH:17][C:16]=1[O:23][CH3:24])[CH2:2][O:3][C:4]1[CH:11]=[CH:10][C:7]([CH:8]=O)=[CH:6][C:5]=1[O:12][CH3:13].[C:25]([CH2:27][C:28]([O:30][CH3:31])=[O:29])#[N:26].C[N:33]([CH3:36])C=O.N1CCCC[CH2:38]1.[C:43]([OH:46])(=[O:45])[CH3:44]>>[CH2:1]([O:14][C:15]1[CH:22]=[CH:21][C:18]([CH:19]=[C:44]([C:36]#[N:33])[C:43]([O:46][CH3:38])=[O:45])=[CH:17][C:16]=1[O:23][CH3:24])[CH2:2][O:3][C:4]1[CH:11]=[CH:10][C:7]([CH:8]=[C:27]([C:25]#[N:26])[C:28]([O:30][CH3:31])=[O:29])=[CH:6][C:5]=1[O:12][CH3:13]. Reported procedure: A mixture of 4,4'-[(1,2-ethanediyl)bis(oxy)bis(3-methoxybenzaldehyde)] (49.5 g, 0.15 mol), methyl cyanoacetate (30 g, 0.30 mol), N,N-dimethylformamide (500 mL), piperidine (3 mL) and acetic acid (1 mL) is heated with stirring at about 100° C. for 2 hours. The reaction mixture is allowed to cool to room temperature and the pale yellow solid which forms is collected by filtration and washed with methanol. The crude product is reslurried in 500 mL of boiling methanol, collected by filtration, washe... Conditions: time 22 hour. Procedure details: 5-chloro-3-(2-chloro-5-fluorophenyl)-2-methylquinoxaline (0.3013 g, 0.981 mmol) and 1,3-dibromo-5,5-dimethylhydantoin (0.280 g, 0.981 mmol) were suspended in carbon tetrachloride (9.81 m/L, 0.981 mmol). To the mixture was added benzoyl peroxide (0.0317 g, 0.0981 mmol) and the mixture was heated at reflux. After 22 h, the mixture was cooled to room temperature and concentrated under reduced pressure. The residue was purified by silica gel column chromatography on a 80 g of Redi-Sep™ column using ... Reaction SMILES: [Cl:1][C:2]1[CH:11]=[CH:10][CH:9]=[C:8]2[C:3]=1[N:4]=[C:5]([C:13]1[CH:18]=[C:17]([F:19])[CH:16]=[CH:15][C:14]=1[Cl:20])[C:6]([CH3:12])=[N:7]2.[Br:21]N1C(C)(C)C(=O)N(Br)C1=O.C(Cl)(Cl)(Cl)Cl.C(OOC(=O)C1C=CC=CC=1)(=O)C1C=CC=CC=1>>[Br:21][CH2:12][C:6]1[C:5]([C:13]2[CH:18]=[C:17]([F:19])[CH:16]=[CH:15][C:14]=2[Cl:20])=[N:4][C:3]2[C:8](=[CH:9][CH:10]=[CH:11][C:2]=2[Cl:1])[N:7]=1. The product is BrCC1=NC2=CC=CC(=C2N=C1C1=C(C=CC(=C1)F)Cl)Cl (2-(bromomethyl)-5-chloro-3-(2-chloro-5-fluorophenyl)-quinoxaline). Starting materials: ClC1=C2N=C(C(=NC2=CC=C1)C)C1=C(C=CC(=C1)F)Cl (5-chloro-3-(2-chloro-5-fluorophenyl)-2-methylquinoxaline), C(C1=CC=CC=C1)(=O)OOC(C1=CC=CC=C1)=O (benzoyl peroxide), BrN1C(=O)N(C(=O)C1(C)C)Br (1,3-dibromo-5,5-dimethylhydantoin), C(Cl)(Cl)(Cl)Cl (carbon tetrachloride). The reactants are [OH-].[Na+] (sodium hydroxide), O.C(CC(O)(C(=O)O)CC(=O)O)(=O)O (citric acid monohydrate). The solvent is O (water). Run at temperature 90 celsius. Yields the product C(CC(O)(C(=O)[O-])CC(=O)[O-])(=O)[O-].[Na+].[Na+].[Na+] (sodium citrate). Reaction SMILES: [OH-].[Na+:2].O.[C:4]([OH:16])(=[O:15])[CH2:5][C:6]([CH2:11][C:12]([OH:14])=[O:13])([C:8]([OH:10])=[O:9])[OH:7]>O>[C:4]([O-:16])(=[O:15])[CH2:5][C:6]([CH2:11][C:12]([O-:14])=[O:13])([C:8]([O-:10])=[O:9])[OH:7].[Na+:2].[Na+:2].[Na+:2] |f:0.1,2.3,5.6.7.8|. Reported procedure: An aqueous sodium citrate solution was prepared by adding 40.4 grams of sodium hydroxide pellets (99% pure) to 210 grams of citric acid monohydrate in 450 grams of distilled water. To this, 8.8 grams of acetaldehyde/diacetyl flavorant was added. The mixture was mixed in a high speed blender for less than 5 minutes, and was then transferred to a Niro dryer. The dryer maintained an inlet air temperature of 120° C., and an outlet air temperature of 90° C. The mixture did not dry, but remained coate... Reactants: COC(=O)C1Cc2cc3c(cc2CN1C(=O)OC(C)(C)C)OC(c1ccc(OCc2ccc(Cl)c(Cl)c2)cc1)C(=O)N3C, CCOC(C)=O, Cl, [Na+], [Na+], O=C([O-])[O-]. The product is COC(=O)C1Cc2cc3c(cc2CN1)OC(c1ccc(OCc2ccc(Cl)c(Cl)c2)cc1)C(=O)N3C. Reaction SMILES: [CH3:1][O:2][C:3](=[O:4])[CH:5]1[N:6]([C:37]([O:38][C:39]([CH3:40])([CH3:41])[CH3:42])=[O:43])[CH2:7][c:8]2[cH:9][c:10]3[c:15]([cH:16][c:17]2[CH2:18]1)[N:14]([CH3:19])[C:13](=[O:20])[CH:12]([c:21]1[cH:22][cH:23][c:24]([O:27][CH2:28][c:29]2[cH:30][c:31]([Cl:36])[c:32]([Cl:35])[cH:33][cH:34]2)[cH:25][cH:26]1)[O:11]3.[CH3:51][CH2:52][O:53][C:54]([CH3:55])=[O:56].[ClH:44].[Na+:45].[Na+:46].[O-:47][C:48](=[O:49])[O-:50]>>[CH3:1][O:2][C:3](=[O:4])[CH:5]1[NH:6][CH2:7][c:8]2[cH:9][c:10]3[c:15]([cH:16][c:17]2[CH2:18]1)[N:14]([CH3:19])[C:13](=[O:20])[CH:12]([c:21]1[cH:22][cH:23][c:24]([O:27][CH2:28][c:29]2[cH:30][c:31]([Cl:36])[c:32]([Cl:35])[cH:33][cH:34]2)[cH:25][cH:26]1)[O:11]3. Starting materials: solution, Cl (HCl), C(C)(C)(C)OC(=O)N1CC(CCC1)NC1=C2C(=NC=C1[N+](=O)[O-])N(C=C2)S(=O)(=O)C2=CC=CC=C2 (3-(1-benzenesulfonyl-5-nitro-1H-pyrrolo[2,3-b]pyridin-4-ylamino)-piperidine-1-carboxylic acid tert-butyl ester). The solvent is O1CCOCC1 (1,4-dioxane), O1CCOCC1 (1,4-dioxane). Run at temperature 50 celsius, time 2 hour. Product: Cl.C1(=CC=CC=C1)S(=O)(=O)N1C=CC=2C1=NC=C(C2NC2CNCCC2)[N+](=O)[O-] ((1-benzenesulfonyl-5-nitro-1H-pyrrolo[2,3-b]pyridin-4-yl)-piperidin-3-yl-amine hydrochloride). As a reaction SMILES: [ClH:1].C(OC([N:9]1[CH2:14][CH2:13][CH2:12][CH:11]([NH:15][C:16]2[C:21]([N+:22]([O-:24])=[O:23])=[CH:20][N:19]=[C:18]3[N:25]([S:28]([C:31]4[CH:36]=[CH:35][CH:34]=[CH:33][CH:32]=4)(=[O:30])=[O:29])[CH:26]=[CH:27][C:17]=23)[CH2:10]1)=O)(C)(C)C>O1CCOCC1>[ClH:1].[C:31]1([S:28]([N:25]2[C:18]3=[N:19][CH:20]=[C:21]([N+:22]([O-:24])=[O:23])[C:16]([NH:15][CH:11]4[CH2:12][CH2:13][CH2:14][NH:9][CH2:10]4)=[C:17]3[CH:27]=[CH:26]2)(=[O:29])=[O:30])[CH:36]=[CH:35][CH:34]=[CH:33][CH:32]=1 |f:3.4|. Procedure: A 4.0 M solution of HCl in 1,4-dioxane (60 ml) was added to 3-(1-benzenesulfonyl-5-nitro-1H-pyrrolo[2,3-b]pyridin-4-ylamino)-piperidine-1-carboxylic acid tert-butyl ester (6.11 g, 12.2 mmol) dissolved in 1,4-dioxane (30 ml) at 25° C. The resulting suspension mixture was stirred at 50° C. for 2 h, then was cooled to 25° C. and was concentrated under reduced pressure. Toluene (80 ml) was added to the residue and the mixture was again concentrated under reduced pressure to give crude (1-benzenesulf...